This data is from the Open Reaction Database (ORD), a public repository of structured organic reaction records. The task is: describe an organic reaction: reactants, conditions, products, and yield Reactants: CON=C1CNCC12CN(C(=O)OC(C)(C)C)C2, CC#N, O=C(O)c1cn(C2CC2)c2cc(F)c(F)cc2c1=O. The product is CON=C1CN(c2cc3c(cc2F)c(=O)c(C(=O)O)cn3C2CC2)CC12CN(C(=O)OC(C)(C)C)C2. Reaction SMILES: [CH3:20][O:21][N:22]=[C:23]1[CH2:24][NH:25][CH2:26][C:27]12[CH2:28][N:29]([C:31](=[O:32])[O:33][C:34]([CH3:35])([CH3:36])[CH3:37])[CH2:30]2.[CH3:38][C:39]#[N:40].[CH:1]1([n:4]2[cH:5][c:6]([C:17](=[O:18])[OH:19])[c:7](=[O:16])[c:8]3[cH:9][c:10]([F:15])[c:11]([F:14])[cH:12][c:13]23)[CH2:2][CH2:3]1>>[CH:1]1([n:4]2[cH:5][c:6]([C:17](=[O:18])[OH:19])[c:7](=[O:16])[c:8]3[cH:9][c:10]([F:15])[c:11]([N:25]4[CH2:24][C:23](=[N:22][O:21][CH3:20])[C:27]5([CH2:26]4)[CH2:28][N:29]([C:31](=[O:32])[O:33][C:34]([CH3:35])([CH3:36])[CH3:37])[CH2:30]5)[cH:12][c:13]23)[CH2:2][CH2:3]1. Reactants: S1C=C2C(=C1)C(=O)OC2=O (thiophene-3,4-dicarboxylic anhydride), C(CCCCCCC)N (n-octylamine). Run in C1(=CC=CC=C1)C (toluene). The product is C(CCCCCCC)NC(=O)C=1C(=CSC1)C(=O)O (4-octylcarbamoylthiophene-3-carboxylic acid). As a reaction SMILES: [S:1]1[CH:5]=[C:4]2[C:6]([O:8][C:9](=[O:10])[C:3]2=[CH:2]1)=[O:7].[CH2:11]([NH2:19])[CH2:12][CH2:13][CH2:14][CH2:15][CH2:16][CH2:17][CH3:18]>C1(C)C=CC=CC=1>[CH2:11]([NH:19][C:6]([C:4]1[C:3]([C:9]([OH:8])=[O:10])=[CH:2][S:1][CH:5]=1)=[O:7])[CH2:12][CH2:13][CH2:14][CH2:15][CH2:16][CH2:17][CH3:18]. Procedure: The anhydride was subsequently dissolved in toluene (320 mL) in a 500 mL flask, followed by the addition of n-octylamine (6.72 g, 52.02 mmol, 8.6 mL). The resulting reaction mixture was subsequently refluxed over a period of 24 h. The reaction mixture was allowed to cool and was subsequently concentrated affording 4-octylcarbamoylthiophene-3-carboxylic acid as a solid. The acid was dissolved in thionyl chloride (SOCl2) (270 mL) and refluxed over a period of 4 hours. The reaction mixture was cool... Starting materials: CC(C)(C)c1nc(C2CCC2)cc(N2CCN(CCCCN)CC2)n1, CCN=C=NCCCN(C)C, CCN(C(C)C)C(C)C, ClCCl, Cl, Oc1cccc2[nH]nnc12, O=C(O)c1cnccn1. Product: CC(C)(C)c1nc(C2CCC2)cc(N2CCN(CCCCNC(=O)c3cnccn3)CC2)n1. As a reaction SMILES: [C:10]([CH3:11])([CH3:12])([CH3:13])[c:14]1[n:15][c:16]([CH:31]2[CH2:32][CH2:33][CH2:34]2)[cH:17][c:18]([N:20]2[CH2:21][CH2:22][N:23]([CH2:26][CH2:27][CH2:28][CH2:29][NH2:30])[CH2:24][CH2:25]2)[n:19]1.[CH2:55]([N:56]=[C:57]=[N:58][CH2:59][CH2:60][CH2:61][N:62]([CH3:63])[CH3:64])[CH3:65].[CH:35]([N:36]([CH:37]([CH3:38])[CH3:39])[CH2:40][CH3:41])([CH3:42])[CH3:43].[Cl:66][CH2:67][Cl:68].[ClH:54].[OH:44][c:45]1[c:46]2[n:47][n:48][nH:49][c:50]2[cH:51][cH:52][cH:53]1.[n:1]1[c:2]([C:7](=[O:8])[OH:9])[cH:3][n:4][cH:5][cH:6]1>>[n:1]1[c:2]([C:7](=[O:9])[NH:30][CH2:29][CH2:28][CH2:27][CH2:26][N:23]2[CH2:22][CH2:21][N:20]([c:18]3[cH:17][c:16]([CH:31]4[CH2:32][CH2:33][CH2:34]4)[n:15][c:14]([C:10]([CH3:11])([CH3:12])[CH3:13])[n:19]3)[CH2:25][CH2:24]2)[cH:3][n:4][cH:5][cH:6]1. Starting materials: BrC1=CC=C(S1)C(=O)C1=C(C(=O)O)C=CC=C1 (o-(5-bromo-2-thenoyl)benzoic acid), O.NN (hydrazine hydrate), C(C)O (ethanol). Yields the product BrC1=C(C=C(S1)C1=NNC(C2=CC=CC=C12)=O)C (4-(5-bromo-4-methyl-2-thienyl)-1-phthalazinone). Reaction SMILES: [Br:1][C:2]1[S:6][C:5]([C:7]([C:9]2[CH:17]=[CH:16][CH:15]=[CH:14][C:10]=2[C:11](O)=O)=O)=[CH:4][CH:3]=1.[OH2:18].[NH2:19][NH2:20].[CH2:21](O)C>>[Br:1][C:2]1[S:6][C:5]([C:7]2[C:9]3[C:10](=[CH:14][CH:15]=[CH:16][CH:17]=3)[C:11](=[O:18])[NH:20][N:19]=2)=[CH:4][C:3]=1[CH3:21] |f:1.2|. Reported procedure: 1.70 g of o-(5-bromo-2-thenoyl)benzoic acid and hydrazine hydrate were dissolved in 40 ml of ethanol, and the solution was refluxed for 4 hours. After cooling the solution, it was crystallized by adding ether, thereby obtaining 315 mg of 4-(5-bromo-4-methyl-2-thienyl)-1-phthalazinone. Reactants: O=C([O-])[O-], CC(C)=O, BrC(c1ccccc1)c1ccccc1, [K+], [K+], O=[N+]([O-])c1ccccc1O. Product: O=[N+]([O-])c1ccccc1OC(c1ccccc1)c1ccccc1. RXN SMILES: [C:11](=[O:12])([O-:13])[O-:14].[CH3:31][C:32](=[O:33])[CH3:34].[CH:17]([c:18]1[cH:19][cH:20][cH:21][cH:22][cH:23]1)([c:24]1[cH:25][cH:26][cH:27][cH:28][cH:29]1)[Br:30].[K+:15].[K+:16].[OH:1][c:2]1[cH:3][cH:4][cH:5][cH:6][c:7]1[N+:8]([O-:9])=[O:10]>>[O:1]([c:2]1[cH:3][cH:4][cH:5][cH:6][c:7]1[N+:8]([O-:9])=[O:10])[CH:17]([c:18]1[cH:19][cH:20][cH:21][cH:22][cH:23]1)[c:24]1[cH:25][cH:26][cH:27][cH:28][cH:29]1. The reactants are CCOC(=O)N1CCN(C(=O)C(CNC(=O)OC(C)(C)C)NC(=O)OCC2c3ccccc3-c3ccccc32)CC1, CCCCCCCCS, C1CCC2=NCCCN2CC1, C1CCOC1. The product is CCOC(=O)N1CCN(C(=O)C(N)CNC(=O)OC(C)(C)C)CC1. As a reaction SMILES: [CH2:1]([CH3:2])[O:3][C:4](=[O:5])[N:6]1[CH2:7][CH2:8][N:9]([C:12]([CH:13]([CH2:14][NH:15][C:16](=[O:17])[O:18][C:19]([CH3:20])([CH3:21])[CH3:22])[NH:23][C:24]([O:25][CH2:26][CH:27]2[c:28]3[cH:29][cH:30][cH:31][cH:32][c:33]3-[c:34]3[c:35]2[cH:36][cH:37][cH:38][cH:39]3)=[O:40])=[O:41])[CH2:10][CH2:11]1.[CH2:42]([SH:43])[CH2:44][CH2:45][CH2:46][CH2:47][CH2:48][CH2:49][CH3:50].[CH2:51]1[CH2:52][CH2:53][C:54]2=[N:59][CH2:58][CH2:57][CH2:56][N:55]2[CH2:60][CH2:61]1.[CH2:62]1[O:63][CH2:64][CH2:65][CH2:66]1>>[CH2:1]([CH3:2])[O:3][C:4](=[O:5])[N:6]1[CH2:7][CH2:8][N:9]([C:12]([CH:13]([CH2:14][NH:15][C:16](=[O:17])[O:18][C:19]([CH3:20])([CH3:21])[CH3:22])[NH2:23])=[O:41])[CH2:10][CH2:11]1.